From a dataset of the Open Reaction Database (ORD), a public repository of structured organic reaction records. describe an organic reaction: reactants, conditions, products, and yield Starting materials: O=C1CCC(=O)N1Br, O=C(OOC(=O)c1ccccc1)c1ccccc1, ClC(Cl)(Cl)Cl, Cc1cccc2cnn(-c3ccc(C(F)(F)F)cc3)c12, O. Yields the product FC(F)(F)c1ccc(-n2ncc3cccc(CBr)c32)cc1. As a reaction SMILES: [Br:21][N:22]1[C:23](=[O:24])[CH2:25][CH2:26][C:27]1=[O:28].[C:29]([O:30][O:31][C:32](=[O:33])[c:34]1[cH:35][cH:36][cH:37][cH:38][cH:39]1)(=[O:40])[c:41]1[cH:42][cH:43][cH:44][cH:45][cH:46]1.[C:47]([Cl:48])([Cl:49])([Cl:50])[Cl:51].[CH3:1][c:2]1[cH:3][cH:4][cH:5][c:6]2[cH:7][n:8][n:9](-[c:11]3[cH:12][cH:13][c:14]([C:17]([F:18])([F:19])[F:20])[cH:15][cH:16]3)[c:10]12.[OH2:52]>>[CH2:1]([c:2]1[cH:3][cH:4][cH:5][c:6]2[cH:7][n:8][n:9](-[c:11]3[cH:12][cH:13][c:14]([C:17]([F:18])([F:19])[F:20])[cH:15][cH:16]3)[c:10]12)[Br:21]. Reactants: CN(C)C(=NC(C)(C)C)N(C)C, CC#N, CS(C)=O, O=C1C(N2CCC(c3cc(Cl)cc(Cl)c3)C2)CCN1c1cc(F)c(S(=O)(=O)Cl)c(F)c1, Nc1nccs1. Yields the product O=C1C(N2CCC(c3cc(Cl)cc(Cl)c3)C2)CCN1c1cc(F)c(S(=O)(=O)Nc2nccs2)c(F)c1. Reaction SMILES: [C:7]([N:8]=[C:9]([N:10]([CH3:11])[CH3:12])[N:13]([CH3:14])[CH3:15])([CH3:16])([CH3:17])[CH3:18].[CH3:50][C:51]#[N:52].[CH3:53][S:54]([CH3:55])=[O:56].[Cl:19][c:20]1[cH:21][c:22]([CH:27]2[CH2:28][N:29]([CH:32]3[C:33](=[O:49])[N:34]([c:37]4[cH:38][c:39]([F:48])[c:40]([S:44](=[O:45])(=[O:46])[Cl:47])[c:41]([F:43])[cH:42]4)[CH2:35][CH2:36]3)[CH2:30][CH2:31]2)[cH:23][c:24]([Cl:26])[cH:25]1.[NH2:1][c:2]1[s:3][cH:4][cH:5][n:6]1>>[NH:1]([c:2]1[s:3][cH:4][cH:5][n:6]1)[S:44]([c:40]1[c:39]([F:48])[cH:38][c:37]([N:34]2[C:33](=[O:49])[CH:32]([N:29]3[CH2:28][CH:27]([c:22]4[cH:21][c:20]([Cl:19])[cH:25][c:24]([Cl:26])[cH:23]4)[CH2:31][CH2:30]3)[CH2:36][CH2:35]2)[cH:42][c:41]1[F:43])(=[O:45])=[O:46]. Starting materials: P(C(C)(C)C)(C(C)(C)C)C(C)(C)C (t-Bu3P), CN(CC#C)C (3-dimethylamino-1-propyne), N(C(C)C)C(C)C (i-Pr2NH), [N+](=O)([O-])C=1C=CC(=C(C1)C(F)(F)F)Br (5-nitro-2-bromobenzotrifluoride). Reagents/catalysts: C1=CC=C(C=C1)C#N.C1=CC=C(C=C1)C#N.Cl[Pd]Cl (Pd(PhCN)2Cl2), [Cu]I (CuI), C1=CC=C(C=C1)C#N.C1=CC=C(C=C1)C#N.Cl[Pd]Cl (Pd(PhCN)2Cl2). Run in CCOC(=O)C (EtOAc), O (H2O), O1CCOCC1 (dioxane). Run at time 48 hour. Product: CN(CC#CC1=C(C=C(C=C1)[N+](=O)[O-])C(F)(F)F)C (Dimethyl-[3-(4-nitro-2-trifluoromethyl-phenyl)-prop-2-ynyl]-amine). RXN SMILES: P(C(C)(C)C)(C(C)(C)C)C(C)(C)C.[CH3:14][N:15]([CH3:19])[CH2:16][C:17]#[CH:18].N(C(C)C)C(C)C.[N+:27]([C:30]1[CH:31]=[CH:32][C:33](Br)=[C:34]([C:36]([F:39])([F:38])[F:37])[CH:35]=1)([O-:29])=[O:28]>O1CCOCC1.CCOC(C)=O.O.[Cu]I.C1C=CC(C#N)=CC=1.C1C=CC(C#N)=CC=1.Cl[Pd]Cl>[CH3:14][N:15]([CH3:19])[CH2:16][C:17]#[C:18][C:33]1[CH:32]=[CH:31][C:30]([N+:27]([O-:29])=[O:28])=[CH:35][C:34]=1[C:36]([F:37])([F:38])[F:39] |f:8.9.10|. Procedure details: t-Bu3P (0.25 M in dioxane, 8.9 mL, 2.2 mmol, 0.2 equiv), 3-dimethylamino-1-propyne (FLUKA) (1.65 mL, 15.6 mmol, 1.4 equiv), and i-Pr2NH (2.0 mL, 14.4 mmol, 1.3 equiv) are added sequentially to a mixture of 5-nitro-2-bromobenzotrifluoride (ALDRICH) (3 g, 11.1 mmol), CuI (0.148 g, 0.78 mmol, 0.07 equiv), and Pd(PhCN)2Cl2 (0.427 g, 1.1 mmol, 0.1 equiv) in dioxane (10 mL). The reaction mixture is stirred for 48 h at rt. Then, Pd(PhCN)2Cl2 (0.100 g) is added. After stirring for additional 24 h, the r...